This data is from the Open Reaction Database (ORD), a public repository of structured organic reaction records. The task is: describe an organic reaction: reactants, conditions, products, and yield The reactants are C(C)N1C=C(C(C2=CC(=C(C(=C12)F)F)F)=O)C(=O)O (1-ethyl-6,7,8-trifluoro-1,4-dihydro-4-oxo-3-quinolinecarboxylic acid), Cl.Cl.CN1C2CNCC1CC2 (8-methyl-3,8-diazabicyclo[3.2.1]octane dihydrochloride), 1,8-diazobicyclo[5.4.0]undec-7-ene. Solvent: C(C)#N (acetonitrile). Reaction conditions: time 22 hour. Product: C(C)N1C=C(C(C2=CC(=C(C(=C12)F)C1C2CCC(CN1)N2C)F)=O)C(=O)O (1-Ethyl-6,8-difluoro-1,4-dihydro-7-(8-methyl-3,8-diazabicyclo[3.2.1]oct-2-yl)-4-oxo-3-quinolinecarboxylic acid). Yield: 44.5%. RXN SMILES: [CH2:1]([N:3]1[C:12]2[C:7](=[CH:8][C:9]([F:15])=[C:10](F)[C:11]=2[F:13])[C:6](=[O:16])[C:5]([C:17]([OH:19])=[O:18])=[CH:4]1)[CH3:2].Cl.Cl.[CH3:22][N:23]1[CH:28]2[CH2:29][CH2:30][CH:24]1[CH2:25][NH:26][CH2:27]2>C(#N)C>[CH2:1]([N:3]1[C:12]2[C:7](=[CH:8][C:9]([F:15])=[C:10]([CH:25]3[NH:26][CH2:27][CH:28]4[N:23]([CH3:22])[CH:24]3[CH2:30][CH2:29]4)[C:11]=2[F:13])[C:6](=[O:16])[C:5]([C:17]([OH:19])=[O:18])=[CH:4]1)[CH3:2] |f:1.2.3|. Procedure details: A mixture of 1.40 g (5.0 mmole) of 1-ethyl-6,7,8-trifluoro-1,4-dihydro-4-oxo-3-quinolinecarboxylic acid, 2.0 g (8 mmole) of 8-methyl-3,8-diazabicyclo[3.2.1]octane dihydrochloride [P. A. Sturm et al., J. Med. Chem., 17, 481 (1974)], 2.0 ml (13.3 mmole) of 1,8-diazobicyclo[5.4.0]undec-7-ene, and 75 ml of acetonitrile was heated under reflux for 1.5 hr and then stirred at room temperature for 22 hours. The reaction mixture was evaporated to dryness and the residue was recrystallized from 2-propanol... Starting materials: CC(C)(C)OC(=O)CBr, C[Si](C)(C)Cl, CCOC(C)=O, O=Cc1ccccc1, Cl, [Zn]. Product: CC(C)(C)OC(=O)CC(O)c1ccccc1. As a reaction SMILES: [Br:6][CH2:7][C:8](=[O:9])[O:10][C:11]([CH3:12])([CH3:13])[CH3:14].[CH3:1][Si:2]([CH3:3])([CH3:4])[Cl:5].[CH3:24][CH2:25][O:26][C:27](=[O:28])[CH3:29].[CH:15](=[O:16])[c:17]1[cH:18][cH:19][cH:20][cH:21][cH:22]1.[ClH:23].[Zn:30]>>[CH2:7]([C:8](=[O:9])[O:10][C:11]([CH3:12])([CH3:13])[CH3:14])[CH:15]([OH:16])[c:17]1[cH:18][cH:19][cH:20][cH:21][cH:22]1. Starting materials: ClCC(=O)N1[C@@H](CC[C@@H]1C#C)C#N ((2S,5R)-1-(chloroacetyl)-5-ethynylpyrrolidine-2-carbonitrile), COCC1(CCCC1)N (1-methoxymethyl-cyclopentylamine). The solvent is C(C)#N (acetonitrile). Run at time 18 hour. Yields the product C(#C)[C@H]1CC[C@H](N1C(CNC1(CCCC1)COC)=O)C#N ((2S,5R)-5-ethynyl-1-{N-(1-(methoxymethyl)cyclopentyl)glycyl}pyrrolidine-2-carbonitrile). RXN SMILES: Cl[CH2:2][C:3]([N:5]1[C@@H:9]([C:10]#[CH:11])[CH2:8][CH2:7][C@H:6]1[C:12]#[N:13])=[O:4].[CH3:14][O:15][CH2:16][C:17]1([NH2:22])[CH2:21][CH2:20][CH2:19][CH2:18]1>C(#N)C>[C:10]([C@@H:9]1[N:5]([C:3](=[O:4])[CH2:2][NH:22][C:17]2([CH2:16][O:15][CH3:14])[CH2:21][CH2:20][CH2:19][CH2:18]2)[C@H:6]([C:12]#[N:13])[CH2:7][CH2:8]1)#[CH:11]. Procedure details: To a stirred solution of (2S,5R)-1-(chloroacetyl)-5-ethynylpyrrolidine-2-carbonitrile (0.018 g, 0.09 mmol, Example 8D) in acetonitrile (1 mL) at room temperature was added 1-methoxymethyl-cyclopentylamine (17 mg, 0.13 mmol). The reaction mixture was stirred at room temperature for 18 hours, concentrated under reduced pressure and purified by flash chromatography with 3% methanol:dichloromethane to provide the titled compound. MS (ESI) m/z 290 (M+H)+; 1H NMR (CD3OD) δ 4.84 (m, 2H), 3.48 (m, 2H), ... Reaction SMILES: [C:11]([O:12][C:13](=[O:14])[N:17]([c:18]1[cH:19][n:20][cH:21][c:22]([N:24]2[CH2:25][CH2:26][NH:27][CH2:28][CH2:29]2)[n:23]1)[CH2:30][c:31]1[c:32]([F:38])[cH:33][cH:34][c:35]([F:37])[cH:36]1)([CH3:15])([CH3:16])[CH3:39].[CH3:41][CH2:42][O:43][CH2:44][CH3:45].[CH3:46][N:47]([c:48]1[cH:49][cH:50][n:51][cH:52][cH:53]1)[CH3:54].[CH3:55][OH:56].[ClH:40].[F:1][c:2]1[cH:3][cH:4][c:5]([F:6])[cH:7][c:8]1[CH2:9][NH2:10]>>[ClH:40].[NH:17]([c:18]1[cH:19][n:20][cH:21][c:22]([N:24]2[CH2:25][CH2:26][NH:27][CH2:28][CH2:29]2)[n:23]1)[CH2:30][c:31]1[c:32]([F:38])[cH:33][cH:34][c:35]([F:37])[cH:36]1. Starting materials: CC(C)(C)OC(=O)N(Cc1cc(F)ccc1F)c1cncc(N2CCNCC2)n1, CCOCC, CN(C)c1ccncc1, CO, Cl, NCc1cc(F)ccc1F. The product is Cl, Fc1ccc(F)c(CNc2cncc(N3CCNCC3)n2)c1. Reactants: O=C([O-])[O-], CS(C)=O, CC(=O)O, Clc1nc(Cl)c2[nH]cnc2n1, CCI, [K+], [K+]. Product: CCn1cnc2c(Cl)nc(Cl)nc21. Reaction SMILES: [C:12](=[O:13])([O-:14])[O-:15].[CH3:21][S:22]([CH3:23])=[O:24].[CH3:25][C:26](=[O:27])[OH:28].[Cl:1][c:2]1[n:3][c:4]([Cl:11])[c:5]2[nH:6][cH:7][n:8][c:9]2[n:10]1.[I:18][CH2:19][CH3:20].[K+:16].[K+:17]>>[Cl:1][c:2]1[n:3][c:4]([Cl:11])[c:5]2[n:6][cH:7][n:8]([CH2:19][CH3:20])[c:9]2[n:10]1.